describe an organic reaction: reactants, conditions, products, and yield From a dataset of the Open Reaction Database (ORD), a public repository of structured organic reaction records. Reactants: NC1=NN(C2=NC=CC(=C21)C2=CC=C(C=C2)NC(=O)NC2=CC(=CC=C2)C(F)(F)F)C (1-[4-(3-Amino-1-methyl-1H-pyrazolo[3,4-b]pyridin-4-yl)-phenyl]-3-(3-trifluoromethyl-phenyl)-urea), S(O)(O)(=O)=O (sulphuric acid), N(=O)[O-].[Na+] (sodium nitrite). The solvent is CCO (EtOH). Yields the product CN1N=CC=2C1=NC=CC2C2=CC=C(C=C2)NC(=O)NC2=CC(=CC=C2)C(F)(F)F (1-[4-(1-Methyl-1H-pyrazolo[3,4-b]pyridin-4-yl)-phenyl]-3-(3-trifluoromethyl-phenyl)-urea). Reaction SMILES: N[C:2]1[C:10]2[C:5](=[N:6][CH:7]=[CH:8][C:9]=2[C:11]2[CH:16]=[CH:15][C:14]([NH:17][C:18]([NH:20][C:21]3[CH:26]=[CH:25][CH:24]=[C:23]([C:27]([F:30])([F:29])[F:28])[CH:22]=3)=[O:19])=[CH:13][CH:12]=2)[N:4]([CH3:31])[N:3]=1.S(=O)(=O)(O)O.N([O-])=O.[Na+]>CCO>[CH3:31][N:4]1[C:5]2=[N:6][CH:7]=[CH:8][C:9]([C:11]3[CH:16]=[CH:15][C:14]([NH:17][C:18]([NH:20][C:21]4[CH:26]=[CH:25][CH:24]=[C:23]([C:27]([F:30])([F:28])[F:29])[CH:22]=4)=[O:19])=[CH:13][CH:12]=3)=[C:10]2[CH:2]=[N:3]1 |f:2.3|. Procedure details: In analogy to GP 6, reaction of 171 mg of 1-[4-(3-Amino-1-methyl-1H-pyrazolo[3,4-b]pyridin-4-yl)-phenyl]-3-(3-trifluoromethyl-phenyl)-urea (0.4 mmol, 1 eq.) with 63 μL concentrated sulphuric acid and 68 mg sodium nitrite (2.5 eq.) in 3.75 mL EtOH yielded the desired product. Starting materials: CC(C)C(CS(=O)(=O)N1CCN(c2ncc(-c3ccc(Cl)c(Cl)c3)cn2)CC1)C(=O)O, CC(C)C(CS(=O)(=O)N1CCN(c2ncc(-c3ccc(F)cc3)cn2)CC1)C(=O)NO. Yields the product CC(C)C(CS(=O)(=O)N1CCN(c2ncc(-c3ccc(Cl)c(Cl)c3)cn2)CC1)C(=O)NO. As a reaction SMILES: [Cl:32][c:33]1[cH:34][c:35](-[c:40]2[cH:41][n:42][c:43]([N:46]3[CH2:47][CH2:48][N:49]([S:52](=[O:53])(=[O:54])[CH2:55][CH:56]([C:57](=[O:58])[OH:59])[CH:60]([CH3:61])[CH3:62])[CH2:50][CH2:51]3)[n:44][cH:45]2)[cH:36][cH:37][c:38]1[Cl:39].[F:1][c:2]1[cH:3][cH:4][c:5](-[c:6]2[cH:7][n:8][c:9]([N:10]3[CH2:11][CH2:12][N:13]([S:14]([CH2:15][CH:16]([CH:17]([CH3:18])[CH3:19])[C:20](=[O:21])[NH:27][OH:28])(=[O:22])=[O:23])[CH2:24][CH2:25]3)[n:26][cH:29]2)[cH:30][cH:31]1>>[NH:27]([OH:28])[C:57]([CH:56]([CH2:55][S:52]([N:49]1[CH2:48][CH2:47][N:46]([c:43]2[n:42][cH:41][c:40](-[c:35]3[cH:34][c:33]([Cl:32])[c:38]([Cl:39])[cH:37][cH:36]3)[cH:45][n:44]2)[CH2:51][CH2:50]1)(=[O:53])=[O:54])[CH:60]([CH3:61])[CH3:62])=[O:58].